This data is from the Open Reaction Database (ORD), a public repository of structured organic reaction records. The task is: describe an organic reaction: reactants, conditions, products, and yield The reactants are CCBr, CC#N, CC(Nc1cc(-c2cc3nccn3c(N3CC4CC3CN4)n2)ccn1)c1ccccc1, ClCCl, [K+], [K+], O=C([O-])[O-]. Yields the product CCN1CC2CC1CN2c1nc(-c2ccnc(NC(C)c3ccccc3)c2)cc2nccn12. As a reaction SMILES: [Br:32][CH2:33][CH3:34].[CH3:41][C:42]#[N:43].[CH:1]12[N:2]([c:8]3[n:9][c:10](-[c:17]4[cH:18][c:19]([NH:23][CH:24]([CH3:25])[c:26]5[cH:27][cH:28][cH:29][cH:30][cH:31]5)[n:20][cH:21][cH:22]4)[cH:11][c:12]4[n:13]3[cH:14][cH:15][n:16]4)[CH2:3][CH:4]([NH:5][CH2:6]1)[CH2:7]2.[Cl:44][CH2:45][Cl:46].[K+:35].[K+:36].[O-:37][C:38]([O-:39])=[O:40]>>[CH:1]12[N:2]([c:8]3[n:9][c:10](-[c:17]4[cH:18][c:19]([NH:23][CH:24]([CH3:25])[c:26]5[cH:27][cH:28][cH:29][cH:30][cH:31]5)[n:20][cH:21][cH:22]4)[cH:11][c:12]4[n:13]3[cH:14][cH:15][n:16]4)[CH2:3][CH:4]([N:5]([CH2:33][CH3:34])[CH2:6]1)[CH2:7]2. Reactants: COC(=O)C=1C(=C2CCC(N(C2=C(N1)C#N)CC1=CC=CC=C1)=O)O (1-benzyl-8-cyano-5-hydroxy-2-oxo-1,2,3,4-tetrahydro-[1,7]naphthyridine-6-carboxylic acid methyl ester), NCC(=O)O (glycine), C[O-].[Na+] (NaOMe). Yields the product C(C1=CC=CC=C1)N1C(CCC2=C(C(=NC(=C12)C#N)C(=O)NCC(=O)O)O)=O ([(1-Benzyl-8-cyano-5-hydroxy-2-oxo-1,2,3,4-tetrahydro-[1,7]naphthyridine-6-carbonyl)-amino]-acetic acid). Yield: 70.1%. RXN SMILES: CO[C:3]([C:5]1[C:6]([OH:25])=[C:7]2[C:12](=[C:13]([C:15]#[N:16])[N:14]=1)[N:11]([CH2:17][C:18]1[CH:23]=[CH:22][CH:21]=[CH:20][CH:19]=1)[C:10](=[O:24])[CH2:9][CH2:8]2)=[O:4].[NH2:26][CH2:27][C:28]([OH:30])=[O:29].C[O-].[Na+]>>[CH2:17]([N:11]1[C:12]2[C:7](=[C:6]([OH:25])[C:5]([C:3]([NH:26][CH2:27][C:28]([OH:30])=[O:29])=[O:4])=[N:14][C:13]=2[C:15]#[N:16])[CH2:8][CH2:9][C:10]1=[O:24])[C:18]1[CH:19]=[CH:20][CH:21]=[CH:22][CH:23]=1 |f:2.3|. Procedure: A mixture of 1-benzyl-8-cyano-5-hydroxy-2-oxo-1,2,3,4-tetrahydro-[1,7]naphthyridine-6-carboxylic acid methyl ester (102 mg, 0.30 mmol), glycine (3.02 g, 40 mmol) and NaOMe solution (61 mL, 30 mmol, 0.5 M in MeOH) was refluxed for 16 h. After the mixture was cooled to r.t., solvent was evaporated in vacuo. The residue was dissolved in saturated NaHCO3 and washed with ether. The aqueous layer was acidified to pH about 2 with 4M HCl and extracted with EtOAc. The organic layer was dried over MgSO4 a...